The task is: describe an organic reaction: reactants, conditions, products, and yield. This data is from the Open Reaction Database (ORD), a public repository of structured organic reaction records. The reactants are CCCCCCC(Br)C(=O)O, Cc1ccccc1, O=S(Cl)Cl. Yields the product CCCCCCC(Br)C(=O)Cl. Reaction SMILES: [Br:1][CH:2]([C:3](=[O:4])[OH:5])[CH2:6][CH2:7][CH2:8][CH2:9][CH2:10][CH3:11].[CH3:16][c:17]1[cH:18][cH:19][cH:20][cH:21][cH:22]1.[S:12]([Cl:13])([Cl:14])=[O:15]>>[Br:1][CH:2]([C:3](=[O:4])[Cl:14])[CH2:6][CH2:7][CH2:8][CH2:9][CH2:10][CH3:11]. Starting materials: BrC1=C(C=C(C=C1OC)C=1OC=CC1)OC (2-(4-bromo-3,5-dimethoxyphenyl)furan), CON(C(C(C1=CC=C(C=C1)C=1N=C(SC1)C)OC)=O)C (N,2-dimethoxy-N-methyl-2-(4-(2-methylthiazol-4-yl)phenyl)acetamide). Yields the product BrC1=C(C=C(C=C1OC)C1=CC=C(O1)C(C(C1=CC=C(C=C1)C=1N=C(SC1)C)OC)=O)OC (1-(5-(4-Bromo-3,5-dimethoxyphenyl)furan-2-yl)-2-methoxy-2-(4-(2-methylthiazol-4-yl)phenyl)ethanone), solid. The yield is 10.0%. RXN SMILES: [Br:1][C:2]1[C:7]([O:8][CH3:9])=[CH:6][C:5]([C:10]2[O:11][CH:12]=[CH:13][CH:14]=2)=[CH:4][C:3]=1[O:15][CH3:16].CON(C)[C:20](=[O:36])[CH:21]([O:34][CH3:35])[C:22]1[CH:27]=[CH:26][C:25]([C:28]2[N:29]=[C:30]([CH3:33])[S:31][CH:32]=2)=[CH:24][CH:23]=1>>[Br:1][C:2]1[C:7]([O:8][CH3:9])=[CH:6][C:5]([C:10]2[O:11][C:12]([C:20](=[O:36])[CH:21]([O:34][CH3:35])[C:22]3[CH:23]=[CH:24][C:25]([C:28]4[N:29]=[C:30]([CH3:33])[S:31][CH:32]=4)=[CH:26][CH:27]=3)=[CH:13][CH:14]=2)=[CH:4][C:3]=1[O:15][CH3:16]. Reported procedure: 1-(5-(4-Bromo-3,5-dimethoxyphenyl)furan-2-yl)-2-methoxy-2-(4-(2-methylthiazol-4-yl)phenyl)ethanone was prepared from 2-(4-bromo-3,5-dimethoxyphenyl)furan and N,2-dimethoxy-N-methyl-2-(4-(2-methylthiazol-4-yl)phenyl)acetamide according to the procedure used in Example 30. Purification by chromatography (60% EtOAc/hexanes) gave the product as a off white solid (0.039 g, 10% yield). MS: m/z 528.2 [M+H]+. Starting materials: CC1(OC(C2=C1[N+](=C(N=N2)C2=CC=CC=C2)[O-])(C)C)C (5,7-dihydro-5,5,7,7-tetramethyl-3-phenylfuro-[3,4-e]-as-triazine-4-oxide), C1=CCCCC1 (cyclohexene). The reagents and catalysts are [Pd] (palladium on charcoal). Solvent: C(C)O (ethanol). The product is CC1(OC(C2=C1N=C(N=N2)C2=CC=CC=C2)(C)C)C (5,7-dihydro-5,5,7,7-tetramethyl-3-phenylfuro[ 3,4-e]-as-triazine). Reaction SMILES: [CH3:1][C:2]1([CH3:20])[C:6]2[N+:7]([O-])=[C:8]([C:11]3[CH:16]=[CH:15][CH:14]=[CH:13][CH:12]=3)[N:9]=[N:10][C:5]=2[C:4]([CH3:19])([CH3:18])[O:3]1.C1CCCCC=1>[Pd].C(O)C>[CH3:1][C:2]1([CH3:20])[C:6]2[N:7]=[C:8]([C:11]3[CH:12]=[CH:13][CH:14]=[CH:15][CH:16]=3)[N:9]=[N:10][C:5]=2[C:4]([CH3:19])([CH3:18])[O:3]1. Reported procedure: To a solution of 0.271 grams (0.001 mole) 5,7-dihydro-5,5,7,7-tetramethyl-3-phenylfuro-[3,4-e]-as-triazine-4-oxide and 0.246 grams (0.003 mole) cyclohexene in 4 ml. absolute ethanol is added 100 milligrams of 10% palladium on charcoal and the resulting mixture is refluxed under an atmosphere of nitrogen for 18 hours. The catalyst is removed by filtration and the filtrate evaporated to dryness. The residue is recrystallized from ether/hexane to give 5,7-dihydro-5,5,7,7-tetramethyl-3-phenylfuro[ 3... Starting materials: O (water), [Si](C)(C)(C(C)(C)C)OCCOC=1C(=C(C=C(C1)OC)C(C1=NN(C(N1)=O)C=1C(NC=CN1)=O)NC1=CC=C(C=C1)C1=NOC(=N1)C)F (3-(3-{{3-[2-(t-butyldimethylsilanyloxy)ethoxy]-2-fluoro-5-methoxyphenyl}-[4-(5-methyl-[1,2,4]oxadiazol-3-yl)phenylamino]methyl}-5-oxo-4,5-dihydro-1H-[1,2,4]triazol-1-yl)-1H-pyrazin-2-one), CO (methanol). The reagents and catalysts are [Fe] (Iron). Run in C(C)(=O)O (acetic acid). Conditions: temperature 65 celsius, time 24 hour. The product is C(C)(=O)O.FC1=C(C=C(C=C1OCCO)OC)C(C1=NN(C(N1)=O)C1=NC=CNC1=O)NC1=CC=C(C(=N)N)C=C1 (4-({[2-fluoro-3-(2-hydroxyethoxy)-5-methoxyphenyl]-[5-oxo-1-(3-oxo-3,4-dihydropyrazin-2-yl)-4,5-dihydro-1H-[1,2,4]triazol-3-yl]methyl}amino)benzamidine acetate). Reaction SMILES: C[OH:2].O.[Si]([O:11][CH2:12][CH2:13][O:14][C:15]1[C:16]([F:50])=[C:17]([CH:23]([NH:37][C:38]2[CH:43]=[CH:42][C:41]([C:44]3[N:48]=[C:47]([CH3:49])[O:46][N:45]=3)=[CH:40][CH:39]=2)[C:24]2[NH:28][C:27](=[O:29])[N:26]([C:30]3[C:31](=[O:36])[NH:32][CH:33]=[CH:34][N:35]=3)[N:25]=2)[CH:18]=[C:19]([O:21][CH3:22])[CH:20]=1)(C(C)(C)C)(C)C>[Fe].C(O)(=O)C>[C:47]([OH:2])(=[O:46])[CH3:49].[F:50][C:16]1[C:15]([O:14][CH2:13][CH2:12][OH:11])=[CH:20][C:19]([O:21][CH3:22])=[CH:18][C:17]=1[CH:23]([NH:37][C:38]1[CH:43]=[CH:42][C:41]([C:44]([NH2:48])=[NH:45])=[CH:40][CH:39]=1)[C:24]1[NH:28][C:27](=[O:29])[N:26]([C:30]2[C:31](=[O:36])[NH:32][CH:33]=[CH:34][N:35]=2)[N:25]=1 |f:5.6|. Procedure details: Iron powder (55 mg) was added to 4.5 ml of a methanol:water:acetic acid=1:1:1 mixed solvent solution containing 34 mg of 3-(3-{{3-[2-(t-butyldimethylsilanyloxy)ethoxy]-2-fluoro-5-methoxyphenyl}-[4-(5-methyl-[1,2,4]oxadiazol-3-yl)phenylamino]methyl}-5-oxo-4,5-dihydro-1H-[1,2,4]triazol-1-yl)-1H-pyrazin-2-one. The mixture was stirred at 65° C. for 24 hours under a nitrogen atmosphere. The reaction mixture was filtered and then purified by reverse-phase high performance liquid chromatography (aceton... The reactants are Cc1nc(Oc2ccccc2)c([N+](=O)[O-])c(NCCCCO)c1C, ClCCl, O=S(Cl)Cl. The product is Cc1nc(Oc2ccccc2)c([N+](=O)[O-])c(NCCCCCl)c1C. As a reaction SMILES: [CH3:5][c:6]1[n:7][c:8]([O:22][c:23]2[cH:24][cH:25][cH:26][cH:27][cH:28]2)[c:9]([N+:19](=[O:20])[O-:21])[c:10]([NH:13][CH2:14][CH2:15][CH2:16][CH2:17][OH:18])[c:11]1[CH3:12].[Cl:29][CH2:30][Cl:31].[S:1]([Cl:2])([Cl:3])=[O:4]>>[Cl:3][CH2:17][CH2:16][CH2:15][CH2:14][NH:13][c:10]1[c:9]([N+:19](=[O:20])[O-:21])[c:8]([O:22][c:23]2[cH:24][cH:25][cH:26][cH:27][cH:28]2)[n:7][c:6]([CH3:5])[c:11]1[CH3:12]. Starting materials: C(C)OC(C(CC(C)C)C=1C=C(C=C(C1)C1N(C(CCC1)C(F)(F)F)CC1=CC=C(C=C1)OC)C1=CC=C(C=C1)C(F)(F)F)=O (2-{5-[1-(4-Methoxy-benzyl)-6-trifluoromethyl-piperidin-2-yl]-4′-trifluoromethyl-biphenyl-3-yl}-4-methyl-pentanoic acid ethyl ester), compound 7c, [OH-].[K+] (KOH). The solvent is CCO (EtOH). Reaction conditions: temperature 78 celsius. Product: COC1=CC=C(CN2C(CCCC2C(F)(F)F)C=2C=C(C=C(C2)C2=CC=C(C=C2)C(F)(F)F)C(C(=O)O)CC(C)C)C=C1 (2-{5-[1-(4-Methoxy-benzyl)-6-trifluoromethyl-piperidin-2-yl]-4′-trifluoromethyl-biphenyl-3-yl}-4-methyl-pentanoic acid). As a reaction SMILES: C([O:3][C:4](=[O:45])[CH:5]([C:10]1[CH:11]=[C:12]([C:35]2[CH:40]=[CH:39][C:38]([C:41]([F:44])([F:43])[F:42])=[CH:37][CH:36]=2)[CH:13]=[C:14]([CH:16]2[CH2:21][CH2:20][CH2:19][CH:18]([C:22]([F:25])([F:24])[F:23])[N:17]2[CH2:26][C:27]2[CH:32]=[CH:31][C:30]([O:33][CH3:34])=[CH:29][CH:28]=2)[CH:15]=1)[CH2:6][CH:7]([CH3:9])[CH3:8])C.[OH-].[K+]>CCO>[CH3:34][O:33][C:30]1[CH:29]=[CH:28][C:27]([CH2:26][N:17]2[CH:18]([C:22]([F:24])([F:23])[F:25])[CH2:19][CH2:20][CH2:21][CH:16]2[C:14]2[CH:15]=[C:10]([CH:5]([CH2:6][CH:7]([CH3:8])[CH3:9])[C:4]([OH:45])=[O:3])[CH:11]=[C:12]([C:35]3[CH:40]=[CH:39][C:38]([C:41]([F:43])([F:44])[F:42])=[CH:37][CH:36]=3)[CH:13]=2)=[CH:32][CH:31]=1 |f:1.2|. Procedure: To 2-{5-[1-(4-Methoxy-benzyl)-6-trifluoromethyl-piperidin-2-yl]-4′-trifluoromethyl-biphenyl-3-yl}-4-methyl-pentanoic acid ethyl ester, compound 7c (21.3 mg, 0.034 mmol) in EtOH (2 mL) was added 2M KOH (67 μl, 0.134 mmol). The reaction was heated to 78° C. for 5 hours, cooled to room temperature, and concentrated in vacuo. Purification via Gilson HPLC, followed by salt exchange with aqueous 1N HCl and subsequent lyophilization, gave the title compound as a white solid. (13 mg, 61%) 1H NMR (300 MH...